The task is: describe an organic reaction: reactants, conditions, products, and yield. This data is from the Open Reaction Database (ORD), a public repository of structured organic reaction records. Reactants: C(C=C)OC(=O)N1C[C@H](C[C@H]1C(C=1N2C(SC1)=CN=C2)O)SC=2[C@@H]([C@H]1N(C2C(=O)OCC=C)C([C@@H]1[C@@H](C)O)=O)C (allyl(1R,5S,6S)-2-[(3S,5S)-1-allyloxycarbonyl-5-[1-hydroxy-1-(imidazo[5,1-b]thiazol-3-yl)methyl]pyrrolidin-3-yl]thio-6-((1R)-1-hydroxyethyl)-1-methylcarbapen-2-em-3-carboxylate), CNC1=CC=CC=C1 (N-methylaniline), ClC1=CC=CC=C1 (monochlorobenzene), O (water). Reagents/catalysts: C=1C=CC(=CC1)[P](C=2C=CC=CC2)(C=3C=CC=CC3)[Pd]([P](C=4C=CC=CC4)(C=5C=CC=CC5)C=6C=CC=CC6)([P](C=7C=CC=CC7)(C=8C=CC=CC8)C=9C=CC=CC9)[P](C=1C=CC=CC1)(C=1C=CC=CC1)C=1C=CC=CC1 (Tetrakis(triphenylphosphine)palladium(0)). The solvent is ClCCl (dichloromethane). Conditions: time 70 minute. Yields the product O[C@H](C)[C@@H]1[C@@H]2N(C(=C([C@@H]2C)S[C@@H]2CN[C@@H](C2)C(C=2N3C(SC2)=CN=C3)O)C(=O)O)C1=O ((1R,5S,6S)-6-((1R)-1-Hydroxyethyl)-2-[(3S,5S)-5-[1-hydroxy-1-(imidazo[5,1-b]thiazol-3-yl)methyl]pyrrolidin-3-yl]thio-1-methylcarbapen-2-em-3-carboxylic acid). Yield: 45.0%. As a reaction SMILES: C(OC([N:7]1[C@H:11]([CH:12]([OH:21])[C:13]2[N:14]3[CH:20]=[N:19][CH:18]=[C:15]3[S:16][CH:17]=2)[CH2:10][C@H:9]([S:22][C:23]2[C@H:24]([CH3:40])[C@@H:25]3[C@@H:35]([C@H:36]([OH:38])[CH3:37])[C:34](=[O:39])[N:26]3[C:27]=2[C:28]([O:30]CC=C)=[O:29])[CH2:8]1)=O)C=C.CNC1C=CC=CC=1.ClC1C=CC=CC=1.O>ClCCl.C1C=CC([P]([Pd]([P](C2C=CC=CC=2)(C2C=CC=CC=2)C2C=CC=CC=2)([P](C2C=CC=CC=2)(C2C=CC=CC=2)C2C=CC=CC=2)[P](C2C=CC=CC=2)(C2C=CC=CC=2)C2C=CC=CC=2)(C2C=CC=CC=2)C2C=CC=CC=2)=CC=1>[OH:38][C@@H:36]([C@H:35]1[C:34](=[O:39])[N:26]2[C:27]([C:28]([OH:30])=[O:29])=[C:23]([S:22][C@H:9]3[CH2:10][C@@H:11]([CH:12]([OH:21])[C:13]4[N:14]5[CH:20]=[N:19][CH:18]=[C:15]5[S:16][CH:17]=4)[NH:7][CH2:8]3)[C@H:24]([CH3:40])[C@H:25]12)[CH3:37] |^1:63,65,84,103|. Reported procedure: Tetrakis(triphenylphosphine)palladium(0) (12.7 mg) is added to a solution of 64.8 mg of allyl(1R,5S,6S)-2-[(3S,5S)-1-allyloxycarbonyl-5-[1-hydroxy-1-(imidazo[5,1-b]thiazol-3-yl)methyl]pyrrolidin-3-yl]thio-6-((1R)-1-hydroxyethyl)-1-methylcarbapen-2-em-3-carboxylate (stereoisomer B) and 0.072 ml of N-methylaniline in a mixture of 0.9 ml of dry dichloromethane with 0.9 ml of monochlorobenzene, and the mixture is stirred in an argon atmosphere at room temperature for 70 min. Distilled water (3 ml) i...